From a dataset of the Open Reaction Database (ORD), a public repository of structured organic reaction records. describe an organic reaction: reactants, conditions, products, and yield Starting materials: [H-].[Na+] (Sodium hydride), ClC=1C(=C(C=CC1)S(=O)(=O)NC=1SC=C(N1)CCO)C (3-Chloro-N-[4-(2-hydroxyethyl)-1,3-thiazol-2-yl]-2-methylbenzenesulfonamide), [H-].[Na+] (sodium hydride), IC(C)C (2-iodopropane), IC(C)C (2-iodopropane), Cl (HCl). Solvent: C1CCOC1 (THF), O (water). Run at time 15 minute. The product is ClC=1C(=C(C=CC1)S(=O)(=O)NC=1SC=C(N1)CCOC(C)C)C (3-Chloro-N-[4-(2-isopropoxyethyl)-1,3-thiazol-2-yl]-2-methylbenzenesulfonamide). RXN SMILES: [H-].[Na+].[Cl:3][C:4]1[C:5]([CH3:22])=[C:6]([S:10]([NH:13][C:14]2[S:15][CH:16]=[C:17]([CH2:19][CH2:20][OH:21])[N:18]=2)(=[O:12])=[O:11])[CH:7]=[CH:8][CH:9]=1.I[CH:24]([CH3:26])[CH3:25].Cl>C1COCC1.O>[Cl:3][C:4]1[C:5]([CH3:22])=[C:6]([S:10]([NH:13][C:14]2[S:15][CH:16]=[C:17]([CH2:19][CH2:20][O:21][CH:24]([CH3:26])[CH3:25])[N:18]=2)(=[O:11])=[O:12])[CH:7]=[CH:8][CH:9]=1 |f:0.1|. Reported procedure: Sodium hydride (95% dry, 129 mg, 5.39 mmol) was added to a stirred solution of EXAMPLE 181A (359 mg, 1.08 mmol) in THF (10 mL) at room temperature. After stirring for 15 min, the mixture was treated with 2-iodopropane (917 mg, 5.39 mmol). After two days at 50° C., additional sodium hydride (26 mg, 1.08 mmol) and 2-iodopropane (366 mg, 2.16 mmol) were added. After stirring for 1 h the reaction mixture was acidified with 2M HCl and water was added. The product was extracted with DCM and dried (sod... Reactants: CC(=O)OO, ClCCl, C=C(CC)CCC1(O)CCOCC1. Product: CCC1(CO)CCC2(CCOCC2)O1. As a reaction SMILES: [C:14]([O:15][OH:17])(=[O:16])[CH3:18].[CH2:19]([Cl:20])[Cl:21].[CH2:1]=[C:2]([CH2:3][CH2:4][C:5]1([OH:11])[CH2:6][CH2:7][O:8][CH2:9][CH2:10]1)[CH2:12][CH3:13]>>[CH2:1]([C:2]1([CH2:12][CH3:13])[CH2:3][CH2:4][C:5]2([CH2:6][CH2:7][O:8][CH2:9][CH2:10]2)[O:11]1)[OH:16]. Reactants: NC1=C(C=CC=C1)C1=C(C=NN1)[N+](=O)[O-] (5-(o-Aminophenyl)-4-nitropyrazole), CN(C1=CC=C(C=O)C=C1)C (p-dimethylaminobenzaldehyde). Product: [N+](=O)([O-])C=1C=NN2C(NC=3C=CC=CC3C21)C2=CC=C(C=C2)N(C)C (1-nitro-5-(p-dimethylaminophenyl)-5,6-dihydropyrazolo[1,5-c]quinazoline). Isolated yield 72.0%. Reaction SMILES: [NH2:1][C:2]1[CH:7]=[CH:6][CH:5]=[CH:4][C:3]=1[C:8]1[NH:12][N:11]=[CH:10][C:9]=1[N+:13]([O-:15])=[O:14].[CH3:16][N:17]([CH3:26])[C:18]1[CH:25]=[CH:24][C:21]([CH:22]=O)=[CH:20][CH:19]=1>>[N+:13]([C:9]1[CH:10]=[N:11][N:12]2[C:8]=1[C:3]1[CH:4]=[CH:5][CH:6]=[CH:7][C:2]=1[NH:1][CH:22]2[C:21]1[CH:24]=[CH:25][C:18]([N:17]([CH3:26])[CH3:16])=[CH:19][CH:20]=1)([O-:15])=[O:14]. Procedure: 5-(o-Aminophenyl)-4-nitropyrazole is reacted with p-dimethylaminobenzaldehyde as described in Example 11 to give 1-nitro-5-(p-dimethylaminophenyl)-5,6-dihydropyrazolo[1,5-c]quinazoline with a yield of 72%. M.p.: 190°-192° C. The product is Fc1cc(Cc2cccs2)c(Cl)cc1Cl. As a reaction SMILES: [Al+3:2].[BH4-:23].[CH3:32][O:33][CH2:34][CH2:35][O:36][CH2:37][CH2:38][O:39][CH3:40].[Cl-:1].[Cl-:3].[Cl-:4].[Cl:25][c:26]1[cH:27][cH:28][cH:29][cH:30][cH:31]1.[Cl:5][c:6]1[c:7]([C:8]([Cl:9])=[O:10])[cH:11][c:12]([F:16])[c:13]([Cl:15])[cH:14]1.[ClH:22].[Na+:24].[OH2:41].[cH:17]1[cH:18][cH:19][s:20][cH:21]1>>[Cl:5][c:6]1[c:7]([CH2:8][c:19]2[cH:18][cH:17][cH:21][s:20]2)[cH:11][c:12]([F:16])[c:13]([Cl:15])[cH:14]1. The reactants are [Al+3], [BH4-], COCCOCCOC, [Cl-], [Cl-], [Cl-], Clc1ccccc1, O=C(Cl)c1cc(F)c(Cl)cc1Cl, Cl, [Na+], O, c1ccsc1. The reactants are C(C)(C)(C)OC(=O)NCCCC[C@@H](C(=O)OC(C)(C)C)NC(=O)N[C@H]1C(N[C@H](COCCCCOC=2C=CC(C1)=CC2)C(C)C)=O (tert-butyl(S)-6-tert-butoxycarbonylamino-2-[3-((9S,12R)-9-isopropyl-11-oxo-2,7-dioxa-10-azabicyclo[12.2.2]octadeca-1(17),14(18),15-trien-12-yl)ureido]hexanoate), FC(C(=O)O)(F)F (trifluoroacetic acid). Solvent: ClCCl (dichloromethane). Reaction conditions: time 4 hour. Yields the product NCCCC[C@@H](C(=O)O)NC(=O)N[C@H]1C(N[C@H](COCCCCOC=2C=CC(C1)=CC2)C(C)C)=O ((S)-6-Amino-2-[3-((9S,12R)-9-isopropyl-11-oxo-2,7-dioxa-10-azabicyclo[12.2.2]octadeca-1(17),14(18),15-trien-12-yl)ureido]hexanoic acid). Isolated yield 77.5%. As a reaction SMILES: C(OC([NH:8][CH2:9][CH2:10][CH2:11][CH2:12][C@H:13]([NH:21][C:22]([NH:24][C@@H:25]1[CH2:40][C:39]2=[CH:41][CH:42]=[C:36]([CH:37]=[CH:38]2)[O:35][CH2:34][CH2:33][CH2:32][CH2:31][O:30][CH2:29][C@H:28]([CH:43]([CH3:45])[CH3:44])[NH:27][C:26]1=[O:46])=[O:23])[C:14]([O:16]C(C)(C)C)=[O:15])=O)(C)(C)C.FC(F)(F)C(O)=O>ClCCl>[NH2:8][CH2:9][CH2:10][CH2:11][CH2:12][C@H:13]([NH:21][C:22]([NH:24][C@@H:25]1[CH2:40][C:39]2=[CH:38][CH:37]=[C:36]([CH:42]=[CH:41]2)[O:35][CH2:34][CH2:33][CH2:32][CH2:31][O:30][CH2:29][C@H:28]([CH:43]([CH3:44])[CH3:45])[NH:27][C:26]1=[O:46])=[O:23])[C:14]([OH:16])=[O:15]. Procedure: 0.71 g (1.10 mmol) of tert-butyl(S)-6-tert-butoxycarbonylamino-2-[3-((9S,12R)-9-isopropyl-11-oxo-2,7-dioxa-10-azabicyclo[12.2.2]octadeca-1(17),14(18),15-trien-12-yl)ureido]hexanoate was dissolved in 11 ml of dichloromethane, and the same volume of trifluoroacetic acid was added. Stirring at RT for 4 h was followed by concentration and fractionation of the residue by preparative HPLC. The required fractions were combined and, after evaporation of acetonitrile, mixed with dilute hydrochloric acid,... Yields the product N#Cc1cc(-c2ccccc2)c(-c2ccc(Cl)cc2)nc1OCc1ccccc1. Reactants: BrCc1ccccc1, O=C([O-])[O-], N#Cc1cc(-c2ccccc2)c(-c2ccc(Cl)cc2)[nH]c1=O, [Cs+], [Cs+], CN(C)C=O, O. As a reaction SMILES: [Br:23][CH2:24][c:25]1[cH:26][cH:27][cH:28][cH:29][cH:30]1.[C:31](=[O:32])([O-:33])[O-:34].[Cl:1][c:2]1[cH:3][cH:4][c:5](-[c:8]2[c:9](-[c:17]3[cH:18][cH:19][cH:20][cH:21][cH:22]3)[cH:10][c:11]([C:15]#[N:16])[c:12](=[O:14])[nH:13]2)[cH:6][cH:7]1.[Cs+:35].[Cs+:36].[O:37]=[CH:38][N:39]([CH3:40])[CH3:41].[OH2:42]>>[Cl:1][c:2]1[cH:3][cH:4][c:5](-[c:8]2[c:9](-[c:17]3[cH:18][cH:19][cH:20][cH:21][cH:22]3)[cH:10][c:11]([C:15]#[N:16])[c:12]([O:14][CH2:24][c:25]3[cH:26][cH:27][cH:28][cH:29][cH:30]3)[n:13]2)[cH:6][cH:7]1. The reactants are C1(=CC=CC=C1)N1CC2(CCNCC2)C2=CC=CC=C12 (1-phenylspiro[indoline-3,4'-piperidine]), C(C1=CC=CC=C1)(=O)Cl (benzoylchloride). Procedure: A mixture of 1-phenylspiro[indoline-3,4'-piperidine] (Example 11), propionyl chloride and sodium bicarbonate in chloroform is stirred at reflux. The mixture is permitted to cool, filtered, and the filtrate concentrated, leaving 1-phenyl-1'-propionylspiro[indoline-3,4'-piperidine]. In a similar fashion, 1-phenylspiro[indoline-3,4'-piperidine] is treated with benzoylchloride to provide 1'-benzoyl-1-phenylspiro[indoline-3,4'-piperidine]. Yields the product C(C1=CC=CC=C1)(=O)N1CCC2(CC1)CN(C1=CC=CC=C12)C1=CC=CC=C1 (1'-benzoyl-1-phenylspiro[indoline-3,4'-piperidine]). Reaction SMILES: [C:1]1([N:7]2[C:20]3[C:15](=[CH:16][CH:17]=[CH:18][CH:19]=3)[C:9]3([CH2:14][CH2:13][NH:12][CH2:11][CH2:10]3)[CH2:8]2)[CH:6]=[CH:5][CH:4]=[CH:3][CH:2]=1.[C:21](Cl)(=[O:28])[C:22]1[CH:27]=[CH:26][CH:25]=[CH:24][CH:23]=1>>[C:21]([N:12]1[CH2:11][CH2:10][C:9]2([C:15]3[C:20](=[CH:19][CH:18]=[CH:17][CH:16]=3)[N:7]([C:1]3[CH:2]=[CH:3][CH:4]=[CH:5][CH:6]=3)[CH2:8]2)[CH2:14][CH2:13]1)(=[O:28])[C:22]1[CH:27]=[CH:26][CH:25]=[CH:24][CH:23]=1. The reactants are FC(C(=CC(=O)N[C@@](CC1=CC=CC=C1)(C1=CC(=CC(=C1)OC(C(F)F)(F)F)F)C1=CC(=C(C=C1)F)OC(C)C)C(F)(F)F)(F)F ((R)-4,4,4-trifluoro-N-(1-(4-fluoro-3-isopropoxyphenyl)-1-(3-fluoro-5-(1,1,2,2-tetrafluoroethoxy)phenyl)-2-phenylethyl)-3-(trifluoromethyl)but-2-enamide), C1(=CC=CC=C1)C1=CC=[N+](C=C1)[O-] (4-phenyl pyridine N-oxide), [O-]Cl.[Na+] (NaOCl). Solvent: C(C)#N (acetonitrile). Conditions: temperature 0 celsius, time 10 minute. Product: FC1=C(C=C(C=C1)[C@](CC1=CC=CC=C1)(C1=CC(=CC(=C1)OC(C(F)F)(F)F)F)NC(=O)C1OC1(C(F)(F)F)C(F)(F)F)OC(C)C (N—((R)-1-(4-fluoro-3-isopropoxyphenyl)-1-(3-fluoro-5-(1,1,2,2-tetrafluoroethoxy)phenyl)-2-phenylethyl)-3,3-bis(trifluoromethyl)oxirane-2-carboxamide). The yield is 74.0%. As a reaction SMILES: [F:1][C:2]([F:46])([F:45])[C:3]([C:41]([F:44])([F:43])[F:42])=[CH:4][C:5]([NH:7][C@:8]([C:30]1[CH:35]=[CH:34][C:33]([F:36])=[C:32]([O:37][CH:38]([CH3:40])[CH3:39])[CH:31]=1)([C:16]1[CH:21]=[C:20]([O:22][C:23]([F:28])([F:27])[CH:24]([F:26])[F:25])[CH:19]=[C:18]([F:29])[CH:17]=1)[CH2:9][C:10]1[CH:15]=[CH:14][CH:13]=[CH:12][CH:11]=1)=[O:6].C1(C2C=C[N+]([O-:59])=CC=2)C=CC=CC=1.[O-]Cl.[Na+]>C(#N)C>[F:36][C:33]1[CH:34]=[CH:35][C:30]([C@@:8]([NH:7][C:5]([CH:4]2[C:3]([C:41]([F:43])([F:44])[F:42])([C:2]([F:1])([F:45])[F:46])[O:59]2)=[O:6])([C:16]2[CH:21]=[C:20]([O:22][C:23]([F:27])([F:28])[CH:24]([F:26])[F:25])[CH:19]=[C:18]([F:29])[CH:17]=2)[CH2:9][C:10]2[CH:15]=[CH:14][CH:13]=[CH:12][CH:11]=2)=[CH:31][C:32]=1[O:37][CH:38]([CH3:40])[CH3:39] |f:2.3|. Reported procedure: At 0° C. to a solution of (R)-4,4,4-trifluoro-N-(1-(4-fluoro-3-isopropoxyphenyl)-1-(3-fluoro-5-(1,1,2,2-tetrafluoroethoxy)phenyl)-2-phenylethyl)-3-(trifluoromethyl)but-2-enamide (Example 291, 130 mg, 0.19 mmol) and 4-phenyl pyridine N-oxide (26 mg, 0.15 mmol) in acetonitrile (5 mL) was added NaOCl solution (206 μL, chlorine wt % 10-3%, 0.58 mmol). The reaction mixture was stirred at 0° C. for 10 min, then at rt for 1 h. The solvents were removed under reduced pressure and the residue was diluted... Reactants: N1N=CC=2CN(CCC21)C(=O)OC(C)(C)C (tert-Butyl 6,7-dihydro-1H-pyrazolo[4,3-c]pyridine-5(4H)-carboxylate), amine, BrCC(=O)OCC1=CC=CC=C1 (benzyl bromoacetate), Boc. Product: CN1CC=2C(CC1)=NN(C2)CC(=O)O ((5-Methyl-4,5,6,7-tetrahydro-pyrazolo[4,3-c]pyridin-2-yl)-acetic acid). RXN SMILES: [NH:1]1[C:9]2[CH2:8][CH2:7][N:6]([C:10](OC(C)(C)C)=O)[CH2:5][C:4]=2[CH:3]=[N:2]1.Br[CH2:18][C:19]([O:21]CC1C=CC=CC=1)=[O:20]>>[CH3:10][N:6]1[CH2:7][CH2:8][C:9]2=[N:1][N:2]([CH2:18][C:19]([OH:21])=[O:20])[CH:3]=[C:4]2[CH2:5]1. Procedure details: tert-Butyl 6,7-dihydro-1H-pyrazolo[4,3-c]pyridine-5(4H)-carboxylate (500 mg) was submitted to alkylation with benzyl bromoacetate, followed by cleavage of the Boc protecting group and subsequent methylation of the free amine using a method analogous to that of Precursor for Example 209 step 209.2 to step 209.4. However, the mixture of regioisomers was separated at the end of the three steps (Biotage, DCM/MeOH/TEA) to afford the two isomers: Starting materials: [Li]CCCC, C1CCOC1, COc1ccc2ccsc2c1, [Cl-], [NH4+], O=C1CCCCC1. The product is COc1ccc2cc(C3(O)CCCCC3)sc2c1. RXN SMILES: [CH2:12]([Li:13])[CH2:14][CH2:15][CH3:16].[CH2:26]1[O:27][CH2:28][CH2:29][CH2:30]1.[CH3:1][O:2][c:3]1[cH:4][cH:5][c:6]2[c:7]([s:8][cH:9][cH:10]2)[cH:11]1.[Cl-:24].[NH4+:25].[O:17]=[C:18]1[CH2:19][CH2:20][CH2:21][CH2:22][CH2:23]1>>[CH3:1][O:2][c:3]1[cH:4][cH:5][c:6]2[c:7]([s:8][c:9]([C:18]3([OH:17])[CH2:19][CH2:20][CH2:21][CH2:22][CH2:23]3)[cH:10]2)[cH:11]1.